This data is from the Open Reaction Database (ORD), a public repository of structured organic reaction records. The task is: describe an organic reaction: reactants, conditions, products, and yield The reactants are C(C1=CC=CC=C1)OC[C@H]1NS(CC1)(=O)=O ((S)-3-benzyloxymethylisothiazolidine 1,1-dioxide), BrC=1C=CC(=NC1)C(=O)N1CCN(CC1)C1=C(C=C(C=C1)C)C ((5-bromopyridin-2-yl)[4-(2,4-dimethylphenyl)piperazin-1-yl]methanone). Yields the product CC1=C(C=CC(=C1)C)N1CCN(CC1)C(=O)C1=NC=C(C=C1)N1S(CC[C@H]1CO)(=O)=O ((S)-[4-(2,4-dimethylphenyl)piperazin-1-yl][5-(3-hydroxymethyl-1,1-dioxo-1λ6-isothiazolidin-2-yl)pyridin-2-yl]methanone). Yield: 41.8%. As a reaction SMILES: C([O:8][CH2:9][C@@H:10]1[CH2:14][CH2:13][S:12](=[O:16])(=[O:15])[NH:11]1)C1C=CC=CC=1.Br[C:18]1[CH:19]=[CH:20][C:21]([C:24]([N:26]2[CH2:31][CH2:30][N:29]([C:32]3[CH:37]=[CH:36][C:35]([CH3:38])=[CH:34][C:33]=3[CH3:39])[CH2:28][CH2:27]2)=[O:25])=[N:22][CH:23]=1>>[CH3:39][C:33]1[CH:34]=[C:35]([CH3:38])[CH:36]=[CH:37][C:32]=1[N:29]1[CH2:28][CH2:27][N:26]([C:24]([C:21]2[CH:20]=[CH:19][C:18]([N:11]3[C@H:10]([CH2:9][OH:8])[CH2:14][CH2:13][S:12]3(=[O:15])=[O:16])=[CH:23][N:22]=2)=[O:25])[CH2:31][CH2:30]1. Procedure: Using (S)-3-benzyloxymethylisothiazolidine 1,1-dioxide (439 mg) described in Preparation Example 1 and (5-bromopyridin-2-yl)[4-(2,4-dimethylphenyl)piperazin-1-yl]methanone (680 mg) described in Preparation Example 137 and by the reaction and treatment in the same manner as in Example 32, the title compound (338 mg) was obtained. The reactants are FC1=C(C=CC(=C1)F)N1NC=2[C@@]3(CC[C@H](C2C1=O)C3(C)C)C ((4S,7R)-2-(2,4-difluoro-phenyl)-7,8,8-trimethyl-1,2,4,5,6,7-hexahydro-4,7-methano-indazol-3-one), FC1=C(C=CC(=C1)F)N1NC=2[C@@]3(CC[C@H](C2C1=O)C3(C)C)C ((4S,7R)-2-(2,4-difluoro-phenyl)-7,8,8-trimethyl-1,2,4,5,6,7-hexahydro-4,7-methano-indazol-3-one), C(C=C)I (allyl iodide). The solvent is CN(C=O)C (dimethylformamide). Reaction conditions: temperature 100 celsius. Product: C(C=C)N1N(C(C=2[C@H]3CC[C@@](C12)(C3(C)C)C)=O)C3=C(C=C(C=C3)F)F ((4S,7R)-1-allyl-2-(2,4-difluoro-phenyl)-7,8,8-trimethyl-1,2,4,5,6,7-hexahydro-4,7-methano-indazol-3-one). The yield is 65.9%. Reaction SMILES: [F:1][C:2]1[CH:7]=[C:6]([F:8])[CH:5]=[CH:4][C:3]=1[N:9]1[C:17](=[O:18])[C:16]2[C@@H:15]3[C:19]([CH3:21])([CH3:20])[C@@:12]([CH3:22])([CH2:13][CH2:14]3)[C:11]=2[NH:10]1.[CH2:23](I)[CH:24]=[CH2:25]>CN(C)C=O>[CH2:25]([N:10]1[C:11]2[C@@:12]3([CH3:22])[C:19]([CH3:21])([CH3:20])[C@H:15]([CH2:14][CH2:13]3)[C:16]=2[C:17](=[O:18])[N:9]1[C:3]1[CH:4]=[CH:5][C:6]([F:8])=[CH:7][C:2]=1[F:1])[CH:24]=[CH2:23]. Procedure: A mixture of (4S,7R)-2-(2,4-difluoro-phenyl)-7,8,8-trimethyl-1,2,4,5,6,7-hexahydro-4,7-methano-indazol-3-one (Intermediate 14; 420 mg, 1.38 mmol) and allyl iodide (600 μL, 5.5 mmol) in dimethylformamide (5 mL) was heated in an oil-bath at 100° C. for 8 h. The solvent was evaporated and the residue was partitioned between dichloromethane and water. The aqueous layer was extracted with dichloromethane (2×100 mL) and the combined organic layers were washed with water (5×100 mL) and aqueous sodium t... The reactants are C(C1=CC=CC=C1)(=O)NC(NCC=1C(=NC(=NC1C)C1=CC=CC=C1)C1=CC(=CC=C1)[N+](=O)[O-])=S (5-(3-benzoylthioureidomethyl)-6-methyl-4-(3-nitrophenyl)-2-phenylpyrimidine), [OH-].[Na+] (sodium hydroxide). The solvent is CO (methanol), O (water). Conditions: time 1 hour. Yields the product CC1=C(C(=NC(=N1)C1=CC=CC=C1)C1=CC(=CC=C1)[N+](=O)[O-])CNC(=S)N (6-methyl-4-(3-nitrophenyl)-2-phenyl-5-thioureidomethylpyrimidine). Yield: 95.6%. Reaction SMILES: C([NH:9][C:10](=[S:35])[NH:11][CH2:12][C:13]1[C:14]([C:26]2[CH:31]=[CH:30][CH:29]=[C:28]([N+:32]([O-:34])=[O:33])[CH:27]=2)=[N:15][C:16]([C:20]2[CH:25]=[CH:24][CH:23]=[CH:22][CH:21]=2)=[N:17][C:18]=1[CH3:19])(=O)C1C=CC=CC=1.[OH-].[Na+]>CO.O>[CH3:19][C:18]1[N:17]=[C:16]([C:20]2[CH:21]=[CH:22][CH:23]=[CH:24][CH:25]=2)[N:15]=[C:14]([C:26]2[CH:31]=[CH:30][CH:29]=[C:28]([N+:32]([O-:34])=[O:33])[CH:27]=2)[C:13]=1[CH2:12][NH:11][C:10]([NH2:9])=[S:35] |f:1.2|. Procedure details: A mixture of 5-(3-benzoylthioureidomethyl)-6-methyl-4-(3-nitrophenyl)-2-phenylpyrimidine (1.0 g) and sodium hydroxide (0.089 g) in methanol (20 ml) and water (10 ml) was stirred for 1 hour at a room temperature. After evaporating the solvent, water (20 ml) was added thereto and stirred for 30 minutes. The resulting precipitates were collected by filtration, washed with water and dried over phosphorous pentoxide to give 6-methyl-4-(3-nitrophenyl)-2-phenyl-5-thioureidomethylpyrimidine (0.75 g). The reactants are CCOC(=O)c1ccc(C#CC(C)(C)C)cc1C, CO, [Li+], [OH-], O. Product: Cc1cc(C#CC(C)(C)C)ccc1C(=O)O. As a reaction SMILES: [CH3:1][c:2]1[c:3]([C:4](=[O:5])[O:6][CH2:7][CH3:8])[cH:9][cH:10][c:11]([C:13]#[C:14][C:15]([CH3:16])([CH3:17])[CH3:18])[cH:12]1.[CH3:21][OH:22].[Li+:19].[OH-:20].[OH2:23]>>[CH3:1][c:2]1[c:3]([C:4](=[O:5])[OH:6])[cH:9][cH:10][c:11]([C:13]#[C:14][C:15]([CH3:16])([CH3:17])[CH3:18])[cH:12]1. Reactants: ClC=1C=CC=C2C(=C(N=NC12)C1=CC=CC=C1)C=1C=C(C=CC1)N (3-(8-chloro-3-phenyl-cinnolin-4-yl)-phenylamine), C1(=CC=CC2=CC=CC=C12)C=O (naphthalene-1-carbaldehyde). Yields the product ClC=1C=CC=C2C(=C(N=NC12)C1=CC=CC=C1)C=1C=C(C=CC1)NCC1=CC=CC2=CC=CC=C12 ([3-(8-Chloro-3-phenylcinnolin-4-yl)phenyl](1-naphthylmethyl)amine). RXN SMILES: [Cl:1][C:2]1[CH:3]=[CH:4][CH:5]=[C:6]2[C:11]=1[N:10]=[N:9][C:8]([C:12]1[CH:17]=[CH:16][CH:15]=[CH:14][CH:13]=1)=[C:7]2[C:18]1[CH:19]=[C:20]([NH2:24])[CH:21]=[CH:22][CH:23]=1.[C:25]1([CH:35]=O)[C:34]2[C:29](=[CH:30][CH:31]=[CH:32][CH:33]=2)[CH:28]=[CH:27][CH:26]=1>>[Cl:1][C:2]1[CH:3]=[CH:4][CH:5]=[C:6]2[C:11]=1[N:10]=[N:9][C:8]([C:12]1[CH:13]=[CH:14][CH:15]=[CH:16][CH:17]=1)=[C:7]2[C:18]1[CH:19]=[C:20]([NH:24][CH2:35][C:25]2[C:34]3[C:29](=[CH:30][CH:31]=[CH:32][CH:33]=3)[CH:28]=[CH:27][CH:26]=2)[CH:21]=[CH:22][CH:23]=1. Reported procedure: The title compound was prepared from 3-(8-chloro-3-phenyl-cinnolin-4-yl)-phenylamine and naphthalene-1-carbaldehyde according to the procedure of Step 5 Example 6. MS (ES) m/z 473. The reactants are NC=1C=C(C=CC1)N1CC(N(CC1)CC1=CC=CC=C1)CN (4-(3-aminophenyl)-1-(phenylmethyl)-2-piperazinemethanamine), CS(=O)(=O)NC1=CC=C(C(=O)Cl)C=C1 (4-[(methylsulfonyl)amino]benzoyl chloride). Yields the product NC=1C=C(C=CC1)N1CC(N(CC1)CC1=CC=CC=C1)CNC(C1=CC=C(C=C1)NS(=O)(=O)C)=O (N-[[4-(3-Aminophenyl)-1-(phenylmethyl)piperazin-2-yl]methyl]-4-[(methylsulfonyl)amino]benzamide). As a reaction SMILES: [NH2:1][C:2]1[CH:3]=[C:4]([N:8]2[CH2:13][CH2:12][N:11]([CH2:14][C:15]3[CH:20]=[CH:19][CH:18]=[CH:17][CH:16]=3)[CH:10]([CH2:21][NH2:22])[CH2:9]2)[CH:5]=[CH:6][CH:7]=1.[CH3:23][S:24]([NH:27][C:28]1[CH:36]=[CH:35][C:31]([C:32](Cl)=[O:33])=[CH:30][CH:29]=1)(=[O:26])=[O:25]>>[NH2:1][C:2]1[CH:3]=[C:4]([N:8]2[CH2:13][CH2:12][N:11]([CH2:14][C:15]3[CH:16]=[CH:17][CH:18]=[CH:19][CH:20]=3)[CH:10]([CH2:21][NH:22][C:32](=[O:33])[C:31]3[CH:35]=[CH:36][C:28]([NH:27][S:24]([CH3:23])(=[O:26])=[O:25])=[CH:29][CH:30]=3)[CH2:9]2)[CH:5]=[CH:6][CH:7]=1. Procedure details: In a manner similar to Preparation 3, react 4-(3-aminophenyl)-1-(phenylmethyl)-2-piperazinemethanamine (4.8 g, 16 mmol) with 4-[(methylsulfonyl)amino]benzoyl chloride (3.8 g, 16 mmol) to obtain the title compound. Reactants: CNC(SC)=C(C#N)C#N, CC(C)N(Cc1ccc(CNCCN)o1)C(C)C. Product: CNC(NCCNCc1ccc(CN(C(C)C)C(C)C)o1)=C(C#N)C#N. RXN SMILES: [CH3:19][S:20][C:21]([NH:22][CH3:23])=[C:24]([C:25]#[N:26])[C:27]#[N:28].[CH:1]([CH3:2])([CH3:3])[N:4]([CH:5]([CH3:6])[CH3:7])[CH2:8][c:9]1[cH:10][cH:11][c:12]([CH2:13][NH:14][CH2:15][CH2:16][NH2:17])[o:18]1>>[CH:1]([CH3:2])([CH3:3])[N:4]([CH:5]([CH3:6])[CH3:7])[CH2:8][c:9]1[cH:10][cH:11][c:12]([CH2:13][NH:14][CH2:15][CH2:16][NH:17][C:21]([NH:22][CH3:23])=[C:24]([C:25]#[N:26])[C:27]#[N:28])[o:18]1. Reactants: Cc1cc(C)c(N=Cc2cccc(-c3c(CNC(C)(C)C)ccc4ccccc34)n2)c(C)c1, [BH3-]C#N, CO, O=CO, [Na+], O. Product: Cc1cc(C)c(NCc2cccc(-c3c(CNC(C)(C)C)ccc4ccccc34)n2)c(C)c1. As a reaction SMILES: [C:1]([CH3:2])([CH3:3])([CH3:4])[NH:5][CH2:6][c:7]1[c:8](-[c:17]2[cH:18][cH:19][cH:20][c:21]([CH:23]=[N:24][c:25]3[c:26]([CH3:33])[cH:27][c:28]([CH3:32])[cH:29][c:30]3[CH3:31])[n:22]2)[c:9]2[cH:10][cH:11][cH:12][cH:13][c:14]2[cH:15][cH:16]1.[C:34]([BH3-:35])#[N:36].[CH3:42][OH:43].[CH:38]([OH:39])=[O:40].[Na+:37].[OH2:41]>>[C:1]([CH3:2])([CH3:3])([CH3:4])[NH:5][CH2:6][c:7]1[c:8](-[c:17]2[cH:18][cH:19][cH:20][c:21]([CH2:23][NH:24][c:25]3[c:26]([CH3:33])[cH:27][c:28]([CH3:32])[cH:29][c:30]3[CH3:31])[n:22]2)[c:9]2[cH:10][cH:11][cH:12][cH:13][c:14]2[cH:15][cH:16]1.